Dataset: the Open Reaction Database (ORD), a public repository of structured organic reaction records. Task: describe an organic reaction: reactants, conditions, products, and yield Starting materials: [H-].[Na+] (sodium hydride), C1(=CC=CC=C1)O (Phenol), NC1=C(C#N)C(=CC=C1)F (2-Amino-6-fluorobenzonitrile). The solvent is CS(=O)C (dimethyl sulfoxide). Run at temperature 110 celsius, time 1 hour. Yields the product O(C1=CC=CC=C1)C1=C(C#N)C(=CC=C1)N (2-Phenoxy-6-aminobenzonitrile). RXN SMILES: [C:1]1([OH:7])[CH:6]=[CH:5][CH:4]=[CH:3][CH:2]=1.[H-].[Na+].[NH2:10][C:11]1[CH:18]=[CH:17][CH:16]=[C:15](F)[C:12]=1[C:13]#[N:14]>CS(C)=O>[O:7]([C:15]1[CH:16]=[CH:17][CH:18]=[C:11]([NH2:10])[C:12]=1[C:13]#[N:14])[C:1]1[CH:6]=[CH:5][CH:4]=[CH:3][CH:2]=1 |f:1.2|. Procedure: Phenol (2.06 g, 22 mmol) was dissolved in dry dimethyl sulfoxide (25 mL), and sodium hydride (0.53 g, 22 mmol) was added in portions, and the mixture stirred for 1 hour under argon. 2-Amino-6-fluorobenzonitrile (2.72 g, 20 mmol) was added and the mixture heated to 110° C. overnight. The solvent was evaporated in vacuo, and the residue was partitioned between ethyl acetate and water. The organic phase was washed with water (5×), brine (1×) dried over anhydrous Na2SO4 filtered, and evaporated to g...